This data is from the Open Reaction Database (ORD), a public repository of structured organic reaction records. The task is: describe an organic reaction: reactants, conditions, products, and yield Starting materials: FC1=CC=C(C=C1)C(CCCCCC(=O)O)C1=C(C(=C(C(=C1O)C)C)C=O)C (7-(4-fluorophenyl)-7-(3-formyl-6-hydroxy-2,4,5-trimethylphenyl)heptanoic acid), C(C)(=O)[O-].[Na+] (sodium acetate), Cl.NO (hydroxylamine hydrochloride), O (water). Run in C(C)O (ethanol). Yields the product FC1=CC=C(C=C1)C(CCCCCC(=O)O)C1=C(C(=C(C(=C1C)\C=N/O)C)C)O ((Z)-7-(4-fluorophenyl)-7-(2-hydroxy-5-hydroxyiminomethyl-3,4,6-trimethylphenyl)heptanoic acid), FC1=CC=C(C=C1)C(CCCCCC(=O)O)C1=C(C(=C(C(=C1C)/C=N/O)C)C)O ((E)-7-(4-fluorophenyl)-7-(2-hydroxy-5-hydroxyiminomethyl-3,4,6-trimethylphenyl)heptanoic acid). RXN SMILES: [F:1][C:2]1[CH:7]=[CH:6][C:5]([CH:8]([C:17]2[C:22]([OH:23])=[C:21]([CH3:24])[C:20]([CH3:25])=[C:19]([CH:26]=O)[C:18]=2[CH3:28])[CH2:9][CH2:10][CH2:11][CH2:12][CH2:13][C:14]([OH:16])=[O:15])=[CH:4][CH:3]=1.C([O-])(=O)C.[Na+].Cl.[NH2:35][OH:36].O>C(O)C>[F:1][C:2]1[CH:7]=[CH:6][C:5]([CH:8]([C:17]2[C:18]([CH3:28])=[C:19](/[CH:26]=[N:35]\[OH:36])[C:20]([CH3:25])=[C:21]([CH3:24])[C:22]=2[OH:23])[CH2:9][CH2:10][CH2:11][CH2:12][CH2:13][C:14]([OH:16])=[O:15])=[CH:4][CH:3]=1.[F:1][C:2]1[CH:7]=[CH:6][C:5]([CH:8]([C:17]2[C:18]([CH3:28])=[C:19](/[CH:26]=[N:35]/[OH:36])[C:20]([CH3:25])=[C:21]([CH3:24])[C:22]=2[OH:23])[CH2:9][CH2:10][CH2:11][CH2:12][CH2:13][C:14]([OH:16])=[O:15])=[CH:4][CH:3]=1 |f:1.2,3.4|. Procedure: To a solution 7-(4-fluorophenyl)-7-(3-formyl-6-hydroxy-2,4,5-trimethylphenyl)heptanoic acid (1.3 g) in ethanol (13 ml) were added sodium acetate (1.3 g), hydroxylamine hydrochloride (0.26 g) and water (2.6 ml) and the mixture was refluxed for 4 hours. The solvent was distilled off under reduced pressure. To the residue were added water and 1N hydrochloric acid and extracted with ethyl acetate. The organic layer was washed with water and saturated saline and dried with anhydrous magnesium sulfate...